From a dataset of the Open Reaction Database (ORD), a public repository of structured organic reaction records. describe an organic reaction: reactants, conditions, products, and yield Starting materials: CC(C)(C)N(C(=O)[O-])C1CCN(CCn2c(=O)cnc3ccc(F)c(F)c32)CC1, ClCCl, NC1CCN(CCn2c(=O)cnc3ccc(F)cc32)CC1, O=C(O)C(F)(F)F. Yields the product NC1CCN(CCn2c(=O)cnc3ccc(F)c(F)c32)CC1. Reaction SMILES: [C:1]([N:5]([C:2](=[O:3])[O-:4])[CH:9]1[CH2:10][CH2:11][N:12]([CH2:15][CH2:16][n:17]2[c:18](=[O:29])[cH:19][n:20][c:21]3[cH:22][cH:23][c:24]([F:28])[c:25]([F:27])[c:26]23)[CH2:13][CH2:14]1)([CH3:6])([CH3:7])[CH3:8].[Cl:58][CH2:59][Cl:60].[NH2:37][CH:38]1[CH2:39][CH2:40][N:41]([CH2:42][CH2:43][n:44]2[c:45]3[c:46]([cH:47][cH:48][c:49]([F:50])[cH:51]3)[n:52][cH:53][c:54]2=[O:55])[CH2:56][CH2:57]1.[OH:30][C:31]([C:32]([F:33])([F:34])[F:35])=[O:36]>>[NH2:5][CH:9]1[CH2:10][CH2:11][N:12]([CH2:15][CH2:16][n:17]2[c:18](=[O:29])[cH:19][n:20][c:21]3[cH:22][cH:23][c:24]([F:28])[c:25]([F:27])[c:26]23)[CH2:13][CH2:14]1. Starting materials: Cl.C1(=CC=CC=C1)C1(CCNCC1)COC(CO)C1=CC(=CC(=C1)C(F)(F)F)C(F)(F)F ((+)4-Phenyl-4-[(1-(3,5-bis(trifluoromethyl)phenyl)-2-hydroxyethoxy) methyl]piperidine Hydrochloride), Cl.CN(CCCN=C=NCC)C (1-[3-Dimethylaminopropyl]-3-ethylcarbodiimide hydrochloride), O.O.O.OC1=CC=CC=2NN=NC21 (hydroxybenzo-triazole trihydrate), Cl.N1(CCCC1)CC(=O)O (2-pyrrolidinyl acetic acid hydrochloride). Run in CN(C=O)C (dimethylformamide), CN(C=O)C (dimethylformamide), C(C)N(CC)CC (triethylamine), C(C)N(CC)CC (triethylamine). Run at time 4 hour. Yields the product Cl.C1(=CC=CC=C1)C1(CCN(CC1)NC(CN1CCCC1)=O)COC(CO)C1=CC(=CC(=C1)C(F)(F)F)C(F)(F)F ((+)-4-Phenyl4-[(1-(3,5-bis(trifluoromethyl)phenyl)-2-hydroxyethoxy)methyl]-1-(2-(pyrrolidinyl)acetamido)piperidine Hydrochloride). As a reaction SMILES: [ClH:1].C[N:3](C)CCCN=C=NCC.O.O.O.OC1C2N=NNC=2C=CC=1.Cl.[N:27]1([CH2:32][C:33]([OH:35])=O)[CH2:31][CH2:30][CH2:29][CH2:28]1.Cl.[C:37]1([C:43]2([CH2:49][O:50][CH:51]([C:54]3[CH:59]=[C:58]([C:60]([F:63])([F:62])[F:61])[CH:57]=[C:56]([C:64]([F:67])([F:66])[F:65])[CH:55]=3)[CH2:52][OH:53])[CH2:48][CH2:47][NH:46][CH2:45][CH2:44]2)[CH:42]=[CH:41][CH:40]=[CH:39][CH:38]=1>CN(C)C=O.C(N(CC)CC)C>[ClH:1].[C:37]1([C:43]2([CH2:49][O:50][CH:51]([C:54]3[CH:59]=[C:58]([C:60]([F:61])([F:62])[F:63])[CH:57]=[C:56]([C:64]([F:67])([F:65])[F:66])[CH:55]=3)[CH2:52][OH:53])[CH2:48][CH2:47][N:46]([NH:3][C:33](=[O:35])[CH2:32][N:27]3[CH2:28][CH2:29][CH2:30][CH2:31]3)[CH2:45][CH2:44]2)[CH:38]=[CH:39][CH:40]=[CH:41][CH:42]=1 |f:0.1,2.3.4.5,6.7,8.9,12.13|. Procedure: 1-[3-Dimethylaminopropyl]-3-ethylcarbodiimide hydrochloride (797 mg), hydroxybenzo-triazole trihydrate (475 mg) and triethylamine (0.890 ml) were added to a stirred solution of 2-pyrrolidinyl acetic acid hydrochloride (528 mg) in dry dimethylformamide at room temperature. After 30 minutes a solution of the compound of Example 14 (800 mg) in dry dimethylformamide was added, followed by triethylamine (0.590 ml). The resulting solution was stirred at room temperature for 4 hours. The reaction was q...